From a dataset of the Open Reaction Database (ORD), a public repository of structured organic reaction records. describe an organic reaction: reactants, conditions, products, and yield Run in ClCCl (dichloromethane). Product: BrCC=1C(=NSC1C#N)C (4-bromomethyl-5-cyano-3-methyl-isothiazole). Conditions: temperature 0 celsius, time 2 hour. The reactants are C1(=CC=CC=C1)P(C1=CC=CC=C1)C1=CC=CC=C1 (triphenyl phosphine), C(Br)(Br)(Br)Br (carbon tetrabromide), C(#N)C1=C(C(=NS1)C)CO (5-Cyano-4-hydroxymethyl-3-methyl-isothiazole). Procedure details: 5-Cyano-4-hydroxymethyl-3-methyl-isothiazole (50% purity) (1.14 g, 3.7 mmol) was dissolved in dichloromethane (10 ml) and triphenyl phosphine (1.07 g, 4.0 mmol) and carbon tetrabromide (1.18 g, 3.6 mmol) were added at 0° C. The mixture was stirred at 0° C. for 2 hours, concentrated and the crude product was purified by chromatography on silica gel (eluent: ethyl acetate/hexane). The colourless oil (0.65 g) consisted of a 1:1 mixture of methyl ester (see Example I14) and product. The mixture was ... RXN SMILES: [C:1]([C:3]1[S:7][N:6]=[C:5]([CH3:8])[C:4]=1[CH2:9]O)#[N:2].C1(P(C2C=CC=CC=2)C2C=CC=CC=2)C=CC=CC=1.C(Br)(Br)(Br)[Br:31]>ClCCl>[Br:31][CH2:9][C:4]1[C:5]([CH3:8])=[N:6][S:7][C:3]=1[C:1]#[N:2].